Dataset: the Open Reaction Database (ORD), a public repository of structured organic reaction records. Task: describe an organic reaction: reactants, conditions, products, and yield Yields the product Cn1cc(CN2CCN(c3nccnc3Cl)CC2)cn1. Reactants: CC(=O)O[BH-](OC(C)=O)OC(C)=O, Cn1cc(C=O)cn1, Clc1nccnc1N1CCNCC1, [Na+], C1CCOC1. As a reaction SMILES: [C:22]([O:23][BH-:24]([O:25][C:26](=[O:27])[CH3:28])[O:29][C:30](=[O:31])[CH3:32])(=[O:33])[CH3:34].[CH3:14][n:15]1[n:16][cH:17][c:18]([CH:20]=[O:21])[cH:19]1.[Cl:1][c:2]1[c:3]([N:8]2[CH2:9][CH2:10][NH:11][CH2:12][CH2:13]2)[n:4][cH:5][cH:6][n:7]1.[Na+:35].[O:36]1[CH2:37][CH2:38][CH2:39][CH2:40]1>>[Cl:1][c:2]1[c:3]([N:8]2[CH2:9][CH2:10][N:11]([CH2:20][c:18]3[cH:17][n:16][n:15]([CH3:14])[cH:19]3)[CH2:12][CH2:13]2)[n:4][cH:5][cH:6][n:7]1. Reactants: COC(=O)c1cc(N(CCOS(C)(=O)=O)CCOS(C)(=O)=O)c([N+](=O)[O-])cc1[N+](=O)[O-], [K+], C1COCCO1, [OH-]. Yields the product CS(=O)(=O)OCCN(CCOS(C)(=O)=O)c1cc(C(=O)O)c([N+](=O)[O-])cc1[N+](=O)[O-]. RXN SMILES: [CH3:1][S:2](=[O:3])(=[O:4])[O:5][CH2:6][CH2:7][N:8]([c:9]1[c:10]([N+:22](=[O:23])[O-:24])[cH:11][c:12]([N+:19](=[O:20])[O-:21])[c:13]([C:14](=[O:15])[O:16][CH3:17])[cH:18]1)[CH2:25][CH2:26][O:27][S:28](=[O:29])(=[O:30])[CH3:31].[K+:33].[O:34]1[CH2:35][CH2:36][O:37][CH2:38][CH2:39]1.[OH-:32]>>[CH3:1][S:2](=[O:3])(=[O:4])[O:5][CH2:6][CH2:7][N:8]([c:9]1[c:10]([N+:22](=[O:23])[O-:24])[cH:11][c:12]([N+:19](=[O:20])[O-:21])[c:13]([C:14](=[O:15])[OH:16])[cH:18]1)[CH2:25][CH2:26][O:27][S:28](=[O:29])(=[O:30])[CH3:31]. Starting materials: CC1(C)C(=O)N(Br)C(=O)N1Br, C1CCOC1, CCOC(C)=O, COCc1cn2ncnc(N)c2c1-c1ccc(NC(=O)Nc2cc(C(F)(F)F)ccc2F)c(F)c1, [Na+], [Na+], O=S([O-])[O-]. The product is COCc1c(-c2ccc(NC(=O)Nc3cc(C(F)(F)F)ccc3F)c(F)c2)c2c(N)ncnn2c1Br. Reaction SMILES: [Br:41][N:42]1[C:43]([CH3:44])([CH3:45])[C:46](=[O:47])[N:48]([Br:49])[C:50]1=[O:51].[CH2:1]1[O:2][CH2:3][CH2:4][CH2:5]1.[CH3:58][CH2:59][O:60][C:61]([CH3:62])=[O:63].[NH2:6][c:7]1[n:8][cH:9][n:10][n:11]2[c:12]1[c:13](-[c:19]1[cH:20][c:21]([F:40])[c:22]([NH:25][C:26](=[O:27])[NH:28][c:29]3[c:30]([F:39])[cH:31][cH:32][c:33]([C:35]([F:36])([F:37])[F:38])[cH:34]3)[cH:23][cH:24]1)[c:14]([CH2:16][O:17][CH3:18])[cH:15]2.[Na+:56].[Na+:57].[S:52]([O-:53])([O-:54])=[O:55]>>[NH2:6][c:7]1[n:8][cH:9][n:10][n:11]2[c:12]1[c:13](-[c:19]1[cH:20][c:21]([F:40])[c:22]([NH:25][C:26](=[O:27])[NH:28][c:29]3[c:30]([F:39])[cH:31][cH:32][c:33]([C:35]([F:36])([F:37])[F:38])[cH:34]3)[cH:23][cH:24]1)[c:14]([CH2:16][O:17][CH3:18])[c:15]2[Br:41].